From a dataset of the Open Reaction Database (ORD), a public repository of structured organic reaction records. describe an organic reaction: reactants, conditions, products, and yield Starting materials: C1=CCN(Cc2ccccc2)C1, CC(C)=O, O=S(=O)(O)c1ccc(Cl)cc1, O, O=C(OO)c1cccc(Cl)c1. Yields the product OC1CN(Cc2ccccc2)CC1O. RXN SMILES: [CH2:1]([c:2]1[cH:3][cH:4][cH:5][cH:6][cH:7]1)[N:8]1[CH2:9][CH:10]=[CH:11][CH2:12]1.[CH3:36][C:37](=[O:38])[CH3:39].[Cl:13][c:14]1[cH:15][cH:16][c:17]([S:18]([OH:19])(=[O:20])=[O:21])[cH:22][cH:23]1.[OH2:24].[OH:25][O:26][C:27]([c:28]1[cH:29][c:30]([Cl:31])[cH:32][cH:33][cH:34]1)=[O:35]>>[CH2:1]([c:2]1[cH:3][cH:4][cH:5][cH:6][cH:7]1)[N:8]1[CH2:9][CH:10]([OH:21])[CH:11]([OH:24])[CH2:12]1. Starting materials: FC1=C(C=C(C(=C1)OC)[N+](=O)[O-])C (1-Fluoro-5-methoxy-2-methyl-4-nitrobenzene), FC1=C(C=C(C(=C1)OC)[N+](=O)[O-])C (1-Fluoro-5-methoxy-2-methyl-4-nitrobenzene), CN1CCN(CC1)C1CCNCC1 (1-methyl-4-(piperidin-4-yl)piperazine), C([O-])([O-])=O.[K+].[K+] (potassium carbonate), C(Cl)Cl (DCM). The solvent is CS(=O)C (DMSO), O (water). The product is COC=1C(=CC(=C(C1)N1CCC(CC1)N1CCN(CC1)C)C)[N+](=O)[O-] (1-(1-(5-Methoxy-2-methyl-4-nitrophenyl)piperidin-4-yl)-4-methylpiperazine). RXN SMILES: F[C:2]1[CH:7]=[C:6]([O:8][CH3:9])[C:5]([N+:10]([O-:12])=[O:11])=[CH:4][C:3]=1[CH3:13].[CH3:14][N:15]1[CH2:20][CH2:19][N:18]([CH:21]2[CH2:26][CH2:25][NH:24][CH2:23][CH2:22]2)[CH2:17][CH2:16]1.C(=O)([O-])[O-].[K+].[K+].C(Cl)Cl>CS(C)=O.O>[CH3:9][O:8][C:6]1[C:5]([N+:10]([O-:12])=[O:11])=[CH:4][C:3]([CH3:13])=[C:2]([N:24]2[CH2:23][CH2:22][CH:21]([N:18]3[CH2:17][CH2:16][N:15]([CH3:14])[CH2:20][CH2:19]3)[CH2:26][CH2:25]2)[CH:7]=1 |f:2.3.4|. Procedure details: 1-Fluoro-5-methoxy-2-methyl-4-nitrobenzene (INTERMEDIATE 7, 0.370 g, 2.00 mmol), 1-methyl-4-(piperidin-4-yl)piperazine (0.367 g, 2.00 mmol), and potassium carbonate (0.415 g, 3.00 mmol) in DMSO (2.0 mL) were stirred at 80° C. for 15 h. DCM (20 mL) and water (20 mL) were added to the reaction mixture. The organic layer was washed with water and brine, dried over sodium sulfate, filtered and concentrated in vacuo to give the title product. (0.640 g, 92%). The reactants are C(C)OC(=O)C1CC2=C(N(C=3C=CC(=CC23)OCC2=CC=CC=C2)C)C1 (1,2,3,4-tetrahydro-7-phenylmethoxy-4-methycyclopent[b]indole-2-carboxylic acid ethyl ester), [H-].[Al+3].[Li+].[H-].[H-].[H-] (lithium aluminum hydride). Solvent: O1CCCC1 (tetrahydrofuran). Conditions: temperature 70 celsius, time 1 hour. The product is C1(=CC=CC=C1)COC1=CC=2C3=C(N(C2C=C1)C)CC(C3)CO (1,2,3,4-Tetrahydro-7-phenylmethoxy-4-methycyclopent[b]indole-2-methanol). The yield is 70.5%. As a reaction SMILES: C([O:3][C:4]([CH:6]1[CH2:26][C:9]2[N:10]([CH3:25])[C:11]3[CH:12]=[CH:13][C:14]([O:17][CH2:18][C:19]4[CH:24]=[CH:23][CH:22]=[CH:21][CH:20]=4)=[CH:15][C:16]=3[C:8]=2[CH2:7]1)=O)C.[H-].[Al+3].[Li+].[H-].[H-].[H-]>O1CCCC1>[C:19]1([CH2:18][O:17][C:14]2[CH:13]=[CH:12][C:11]3[N:10]([CH3:25])[C:9]4[CH2:26][CH:6]([CH2:4][OH:3])[CH2:7][C:8]=4[C:16]=3[CH:15]=2)[CH:20]=[CH:21][CH:22]=[CH:23][CH:24]=1 |f:1.2.3.4.5.6|. Procedure: To a solution of 1,2,3,4-tetrahydro-7-phenylmethoxy-4-methycyclopent[b]indole-2-carboxylic acid ethyl ester (2.0 g, 0.006 mole) in 50 ml of dry tetrahydrofuran, was added lithium aluminum hydride (1M solution in tetrahydrofuran, 10 ml, 0.01 mole). After stirring at 70° C. for one hour, the mixture was cooled, quenched with 2 ml of saturated ammonium chloride solution, filtered, and the filtrate concentrated to a brown oil, ~2 g. This oil was eluted on a silica gel column with 10% methanol/dichlo... The reactants are C(CCCCCCCCCCCCCCCCC)C1CNC2=CC=C(C=C12)C(=O)OC ((RS)-Methyl 3-(n-octadecyl)indoline-5-carboxylate), [OH-].[K+] (potassium hydroxide), C (charcoal). Solvent: C(C)O (ethanol), O (water), O (water). Run at time 24 hour. The product is C(CCCCCCCCCCCCCCCCC)C1CNC2=CC=C(C=C12)C(=O)O ((RS)-3-(n-octadecyl)indoline-5-carboxylic acid). Isolated yield 69.2%. RXN SMILES: [CH2:1]([CH:19]1[C:27]2[C:22](=[CH:23][CH:24]=[C:25]([C:28]([O:30]C)=[O:29])[CH:26]=2)[NH:21][CH2:20]1)[CH2:2][CH2:3][CH2:4][CH2:5][CH2:6][CH2:7][CH2:8][CH2:9][CH2:10][CH2:11][CH2:12][CH2:13][CH2:14][CH2:15][CH2:16][CH2:17][CH3:18].[OH-].[K+].C>C(O)C.O>[CH2:1]([CH:19]1[C:27]2[C:22](=[CH:23][CH:24]=[C:25]([C:28]([OH:30])=[O:29])[CH:26]=2)[NH:21][CH2:20]1)[CH2:2][CH2:3][CH2:4][CH2:5][CH2:6][CH2:7][CH2:8][CH2:9][CH2:10][CH2:11][CH2:12][CH2:13][CH2:14][CH2:15][CH2:16][CH2:17][CH3:18] |f:1.2|. Procedure: (RS)-Methyl 3-(n-octadecyl)indoline-5-carboxylate (13.6 g) in ethanol (380 ml), containing potassium hydroxide (2.7 g) and water (50 ml), was refluxed with stirring for 24 hours. The solvent was removed in vacuo to give an off-white solid. The solid was dissolved in water, and the solution treated with charcoal and filtered through diatomaceous earth. Glacial acetic acid (50 ml) was slowly added to the stirred solution and an off-white solid was collected, which was recrystallised from ethyl ace... Starting materials: [Al+3].[Cl-].[Cl-].[Cl-] (AlCl3), COC1=CC=C(CN(C(C2=CC(=C(C=C2)OC)C2=CC(=CC=C2)OC)=O)C2=CC3=CC=C(C=C3C=C2)OCC2=CC=CC=C2)C=C1 (N-(4-Methoxybenzyl)-N-(6-(benzyloxy)naphthalen-2-yl)-4-methoxy-3-(3-methoxyphenyl)-benzamide). Run in C1(=CC=CC=C1)OC (anisole), C1(=CC=CC=C1)OC (anisole), CO (MeOH). Run at time 18 hour. Yields the product COC1=CC=C(CN(C(C2=CC(=C(C=C2)OC)C2=CC(=CC=C2)OC)=O)C2=CC3=CC=C(C=C3C=C2)O)C=C1 (N-(4-Methoxybenzyl)-N-(6-hydroxynaphthalen-2-yl)-4-methoxy-3-(3-methoxyphenyl)-benzamide). Isolated yield 78.2%. Reaction SMILES: [Al+3].[Cl-].[Cl-].[Cl-].[CH3:5][O:6][C:7]1[CH:50]=[CH:49][C:10]([CH2:11][N:12]([C:31]2[CH:40]=[CH:39][C:38]3[C:33](=[CH:34][CH:35]=[C:36]([O:41]CC4C=CC=CC=4)[CH:37]=3)[CH:32]=2)[C:13](=[O:30])[C:14]2[CH:19]=[CH:18][C:17]([O:20][CH3:21])=[C:16]([C:22]3[CH:27]=[CH:26][CH:25]=[C:24]([O:28][CH3:29])[CH:23]=3)[CH:15]=2)=[CH:9][CH:8]=1>C1(OC)C=CC=CC=1.CO>[CH3:5][O:6][C:7]1[CH:8]=[CH:9][C:10]([CH2:11][N:12]([C:31]2[CH:40]=[CH:39][C:38]3[C:33](=[CH:34][CH:35]=[C:36]([OH:41])[CH:37]=3)[CH:32]=2)[C:13](=[O:30])[C:14]2[CH:19]=[CH:18][C:17]([O:20][CH3:21])=[C:16]([C:22]3[CH:27]=[CH:26][CH:25]=[C:24]([O:28][CH3:29])[CH:23]=3)[CH:15]=2)=[CH:49][CH:50]=1 |f:0.1.2.3|. Procedure: A solution of AlCl3 (203 mg, 1.52 mmol) in anhydrous anisole (750 μl) was added to 38 (191 mg, 0.31 mmol) in anhydrous anisole (750 μl) and the resulting solution was stirred at room temperature for 18 hours. The reaction was diluted with MeOH (750 μl) and the solvent was concentrated. The residue was purified via column chromatography (SiO2, 1:1 EtOAc:Hexanes) to give 39 as a light yellow amorphous solid (126 mg, 77%): 1H NMR (CDCl3, 500 MHz) δ 7.56 (m, 1H), 7.50 (d, J=8.7 Hz, 1H), 7.47 (dd, J=... Reactants: N1N=C(C2=C1C1=CC=CC=C1C2)C2=CC=C(C=C2)O (4-(1,4-dihydroindeno[1,2-c]pyrazol-3-yl)phenol), C([O-])([O-])=O.[K+].[K+] (potassium carbonate), BrCC(=O)N (2-bromoacetamide). Run in CN(C=O)C (dimethyl formamide), ClCCl (dichloromethane). Run at time 9 day. The product is N1N=C(C2=C1C1=CC=CC=C1C2)C2=CC=C(OCC(=O)N)C=C2 (2-[4-(1,4-dihydroindeno[1,2-c]pyrazol-3-yl)phenoxy]acetamide). RXN SMILES: [NH:1]1[C:5]2[C:6]3[C:11]([CH2:12][C:4]=2[C:3]([C:13]2[CH:18]=[CH:17][C:16]([OH:19])=[CH:15][CH:14]=2)=[N:2]1)=[CH:10][CH:9]=[CH:8][CH:7]=3.C(=O)([O-])[O-].[K+].[K+].Br[CH2:27][C:28]([NH2:30])=[O:29]>CN(C)C=O.ClCCl>[NH:1]1[C:5]2[C:6]3[C:11]([CH2:12][C:4]=2[C:3]([C:13]2[CH:18]=[CH:17][C:16]([O:19][CH2:27][C:28]([NH2:30])=[O:29])=[CH:15][CH:14]=2)=[N:2]1)=[CH:10][CH:9]=[CH:8][CH:7]=3 |f:1.2.3|. Procedure: A mixture of 4-(1,4-dihydroindeno[1,2-c]pyrazol-3-yl)phenol (0.28 g, Example 30), potassium carbonate (0.16 g) and 2-bromoacetamide (0.16 g) was stirred together at ambient temperature in dry dimethyl formamide (5 ml) for 4 days and then allowed to stand at ambient temperature for 9 days. The mixture was diluted with dichloromethane (50 ml) and washed with 1M aqueous sodium hydroxide solution and then with water. Some insoluble material which remained throughout the extractions was collected by ... Starting materials: BrC=1C=C2CCC(NC2=CC1)=O (6-bromo-3,4-dihydro-1H-quinolin-2-one), CC(C)(C)[O-].[K+] (potassium tert-butylate), C(C)Br (ethyl bromide). The solvent is CN(C)C=O (DMF), CN(C)C=O (DMF), Cl (HCl). Conditions: time 30 minute. Yields the product BrC=1C=C2CCC(N(C2=CC1)CC)=O (6-bromo-1-ethyl-3,4-dihydro-1H-quinolin-2-one). Isolated yield 69.0%. RXN SMILES: [Br:1][C:2]1[CH:3]=[C:4]2[C:9](=[CH:10][CH:11]=1)[NH:8][C:7](=[O:12])[CH2:6][CH2:5]2.[CH3:13][C:14]([O-])(C)C.[K+].C(Br)C>CN(C=O)C.Cl>[Br:1][C:2]1[CH:3]=[C:4]2[C:9](=[CH:10][CH:11]=1)[N:8]([CH2:13][CH3:14])[C:7](=[O:12])[CH2:6][CH2:5]2 |f:1.2|. Procedure details: To a solution of 6-bromo-3,4-dihydro-1H-quinolin-2-one (750 mg, 3.32 mmol) in 20 ml dry DMF was added potassium tert-butylate (804 mg, 6.64 mmol). After the mixture was stirred for 30 min at room temperature, a solution of ethyl bromide (724 mg, 6.64 mmol) in 10 ml dry DMF was added. Following overnight stirring, the mixture was diluted with 150 ml 1 N HCl. Extraction with ethyl acetate (2×100 mL) followed by washing of the organic extracts with water and brine, drying over MgSO4 and removal of ...